Dataset: the Open Reaction Database (ORD), a public repository of structured organic reaction records. Task: describe an organic reaction: reactants, conditions, products, and yield The reactants are S(=S)(=O)([O-])[O-].[Na+].[Na+] (sodium thiosulfate), [OH-].[Na+] (sodium hydroxide), C1(=CC=CC=C1)C1=NC=CC(=C1)N (2-phenyl-pyridin-4-ylamine), C(C)(=O)[O-].[Na+] (sodium acetate), ICl (iodine monochloride). The solvent is C(C)(=O)O (acetic acid). Conditions: temperature 15 celsius, time 48 hour. Product: IC=1C(=CC(=NC1)C1=CC=CC=C1)N (5-iodo-2-phenyl-pyridin-4-ylamine). Yield: 56.9%. Reaction SMILES: [C:1]1([C:7]2[CH:12]=[C:11]([NH2:13])[CH:10]=[CH:9][N:8]=2)[CH:6]=[CH:5][CH:4]=[CH:3][CH:2]=1.C([O-])(=O)C.[Na+].[I:19]Cl.S([O-])([O-])(=O)=S.[Na+].[Na+].[OH-].[Na+]>C(O)(=O)C>[I:19][C:10]1[C:11]([NH2:13])=[CH:12][C:7]([C:1]2[CH:2]=[CH:3][CH:4]=[CH:5][CH:6]=2)=[N:8][CH:9]=1 |f:1.2,4.5.6,7.8|. Procedure details: To a stirred solution of 10.0 g (58.8 mmol) 2-phenyl-pyridin-4-ylamine in 300 ml glacial acetic acid was added 28.9 g (352 mmol) sodium acetate and the mixture was then cooled to 15° C. in an ice-bath and 19.1 g (118 mmol) iodine monochloride added in small portions (reaction slightly exothermic). The reaction mixture was stirred for 48 h at room temperature before being poured onto 500 ml 20% aq. sodium thiosulfate solution. The mixture was then made basic by addition of 5 N aq. sodium hydroxid...